describe an organic reaction: reactants, conditions, products, and yield From a dataset of the Open Reaction Database (ORD), a public repository of structured organic reaction records. Reactants: CC(=O)O, N#Cc1ccc(C(F)(F)F)cc1[N+](=O)[O-], [Zn]. Product: N#Cc1ccc(C(F)(F)F)cc1N. Reaction SMILES: [CH3:16][C:17](=[O:18])[OH:19].[N+:1]([O-:2])(=[O:3])[c:4]1[c:5]([C:6]#[N:7])[cH:8][cH:9][c:10]([C:12]([F:13])([F:14])[F:15])[cH:11]1.[Zn:20]>>[NH2:1][c:4]1[c:5]([C:6]#[N:7])[cH:8][cH:9][c:10]([C:12]([F:13])([F:14])[F:15])[cH:11]1. Starting materials: Br, CC(C)(C)OC(=O)N1CCN(c2cc3c(cc2F)n2c(=O)n(OCc4ccccc4)c(=O)cc2n3C2CC2)CC1, CC(=O)O. The product is O=c1cc2n(C3CC3)c3cc(N4CCNCC4)c(F)cc3n2c(=O)n1OCc1ccccc1. As a reaction SMILES: [BrH:41].[CH2:1]([c:2]1[cH:3][cH:4][cH:5][cH:6][cH:7]1)[O:8][n:9]1[c:10](=[O:40])[n:11]2[c:12]([n:13]([CH:34]3[CH2:35][CH2:36]3)[c:14]3[c:15]2[cH:16][c:17]([F:33])[c:18]([N:20]2[CH2:21][CH2:22][N:23]([C:26]([O:27][C:28]([CH3:29])([CH3:30])[CH3:31])=[O:32])[CH2:24][CH2:25]2)[cH:19]3)[cH:37][c:38]1=[O:39].[CH3:42][C:43](=[O:44])[OH:45]>>[CH2:1]([c:2]1[cH:3][cH:4][cH:5][cH:6][cH:7]1)[O:8][n:9]1[c:10](=[O:40])[n:11]2[c:12]([n:13]([CH:34]3[CH2:35][CH2:36]3)[c:14]3[c:15]2[cH:16][c:17]([F:33])[c:18]([N:20]2[CH2:21][CH2:22][NH:23][CH2:24][CH2:25]2)[cH:19]3)[cH:37][c:38]1=[O:39].